Task: describe an organic reaction: reactants, conditions, products, and yield. Dataset: the Open Reaction Database (ORD), a public repository of structured organic reaction records Reported procedure: 680 mg of 5-chloro-2-(2-phenylethyl)phenol (prepared as described in Preparation 9) were dissolved in 10 ml of N,N-dimethylacetamide, allowed to react with 360 mg of potassium t-butoxide and 1000 mg of (2S,4R)-2-(2-chloroethyl)-4-dimethylcarbamoyloxy-1-octyloxycarbonylpyrrolidine and extracted in the same manner as described in step (a) of Example 2. The resulting oily substance was purified by silica gel column chromatography, using a 1:1 by volume mixture of hexane and ethyl acetate as the elu... RXN SMILES: [Cl:1][C:2]1[CH:3]=[CH:4][C:5]([CH2:9][CH2:10][C:11]2[CH:16]=[CH:15][CH:14]=[CH:13][CH:12]=2)=[C:6]([OH:8])[CH:7]=1.CC(C)([O-])C.[K+].Cl[CH2:24][CH2:25][C@@H:26]1[CH2:30][C@@H:29]([O:31][C:32](=[O:36])[N:33]([CH3:35])[CH3:34])[CH2:28][N:27]1[C:37]([O:39][CH2:40][CH2:41][CH2:42][CH2:43][CH2:44][CH2:45][CH2:46][CH3:47])=[O:38]>CN(C)C(=O)C>[Cl:1][C:2]1[CH:3]=[CH:4][C:5]([CH2:9][CH2:10][C:11]2[CH:12]=[CH:13][CH:14]=[CH:15][CH:16]=2)=[C:6]([CH:7]=1)[O:8][CH2:24][CH2:25][C@@H:26]1[CH2:30][C@@H:29]([O:31][C:32](=[O:36])[N:33]([CH3:35])[CH3:34])[CH2:28][N:27]1[C:37]([O:39][CH2:40][CH2:41][CH2:42][CH2:43][CH2:44][CH2:45][CH2:46][CH3:47])=[O:38] |f:1.2|. Yield: 91.0%. Solvent: CN(C(C)=O)C (N,N-dimethylacetamide). Yields the product 1, ClC=1C=CC(=C(OCC[C@H]2N(C[C@@H](C2)OC(N(C)C)=O)C(=O)OCCCCCCCC)C1)CCC1=CC=CC=C1 ((2R,4R)-2-{2-[5-Chloro-2-(2-phenylethyl)phenoxy]ethyl}-4-dimethylcarbamoyloxy-1-octyloxycarbonylpyrrolidine). The reactants are ClC=1C=CC(=C(C1)O)CCC1=CC=CC=C1 (5-chloro-2-(2-phenylethyl)phenol), CC(C)([O-])C.[K+] (potassium t-butoxide), ClCC[C@H]1N(C[C@@H](C1)OC(N(C)C)=O)C(=O)OCCCCCCCC ((2S,4R)-2-(2-chloroethyl)-4-dimethylcarbamoyloxy-1-octyloxycarbonylpyrrolidine).